describe an organic reaction: reactants, conditions, products, and yield From a dataset of the Open Reaction Database (ORD), a public repository of structured organic reaction records. Starting materials: CCO, COC(=O)CSC(=S)c1ccccc1, NN. The product is NNC(=S)c1ccccc1. Reaction SMILES: [CH3:17][CH2:18][OH:19].[CH3:1][O:2][C:3](=[O:4])[CH2:13][S:5][C:6]([c:7]1[cH:8][cH:9][cH:10][cH:11][cH:12]1)=[S:14].[NH2:15][NH2:16]>>[S:5]=[C:6]([c:7]1[cH:8][cH:9][cH:10][cH:11][cH:12]1)[NH:15][NH2:16]. Starting materials: N1CCOCC1 (morpholine), methyl or ethyl orthoformate, CC=1C=[N+](C=CC1[N+](=O)[O-])[O-] (3-methyl-4-nitro-pyridine-1-oxide). The product is N1C=CC2=CN=CC=C12 (5-aza-indole). Reaction SMILES: [NH:1]1[CH2:6][CH2:5]O[CH2:3][CH2:2]1.C[C:8]1[CH:9]=[N+:10]([O-])[CH:11]=CC=1[N+]([O-])=O>>[NH:1]1[C:6]2[C:5](=[CH:11][N:10]=[CH:9][CH:8]=2)[CH:3]=[CH:2]1. Procedure details: A process according to claim 15, wherein the adduct used is obtained by reacting 6 mols of morpholine with 3 mols of methyl or ethyl orthoformate per mol of 3-methyl-4-nitro-pyridine-1-oxide. The reactants are C(C#C)OC1OCCCC1 (tetrahydro-2-(2-propynyloxy)-2H-pyran), C(CCC)[Li] (n-butyllithium), ClC1=CC=CC=2N1N=C(C2C=O)C2=CC=C(C=C2)F (7-chloro-2-(4-fluorophenyl)pyrazolo[1,5-α]pyridine-3-carbaldehyde), alkynyllithium, aldehyde, O (Water). Run in O1CCCC1 (tetrahydrofuran), CCOCC (ether), O1CCCC1 (tetrahydrofuran). Reaction conditions: temperature 0 celsius, time 1 hour. The product is ClC1=CC=CC=2N1N=C(C2C(C#CCOC2OCCCC2)O)C2=CC=C(C=C2)F (1-[7-chloro-2-(4-fluorophenyl)pyrazolo[1,5-α]pyridin-3-yl]-4-(tetrahydro-2H-pyran-2-yloxy)-2-butyn-1-ol). The yield is 99.4%. Reaction SMILES: [CH2:1]([O:4][CH:5]1[CH2:10][CH2:9][CH2:8][CH2:7][O:6]1)[C:2]#[CH:3].C([Li])CCC.[Cl:16][C:17]1[N:22]2[N:23]=[C:24]([C:28]3[CH:33]=[CH:32][C:31]([F:34])=[CH:30][CH:29]=3)[C:25]([CH:26]=[O:27])=[C:21]2[CH:20]=[CH:19][CH:18]=1.O>O1CCCC1.CCOCC>[Cl:16][C:17]1[N:22]2[N:23]=[C:24]([C:28]3[CH:33]=[CH:32][C:31]([F:34])=[CH:30][CH:29]=3)[C:25]([CH:26]([OH:27])[C:3]#[C:2][CH2:1][O:4][CH:5]3[CH2:10][CH2:9][CH2:8][CH2:7][O:6]3)=[C:21]2[CH:20]=[CH:19][CH:18]=1. Procedure: To a cold (−78° C.) solution of tetrahydro-2-(2-propynyloxy)-2H-pyran (0.5 mL, 3.6 mmol) in tetrahydrofuran (10 mL) was added n-butyllithium (2.05 mL, 1.6 M in hexanes, 3.3 mmol) dropwise. The reaction mixture was allowed to warm to 0° C., then cooled to −78° C. A separate solution of 7-chloro-2-(4-fluorophenyl)pyrazolo[1,5-α]pyridine-3-carbaldehyde (200 mg, 0.73 mmol) in tetrahydrofuran (5 mL) was cooled to 0° C. The alkynyllithium solution was added to the aldehyde solution via canula. The rea... Yields the product Cl, COc1cc2c(Nc3cccc4c3OCO4)ncnc2cc1OCCCS(C)(=O)=O. As a reaction SMILES: [CH2:69]([Cl:70])[Cl:71].[CH3:36][S:37](=[O:38])(=[O:39])[CH2:40][CH2:41][CH2:42][OH:43].[CH3:64][CH2:65][O:66][CH2:67][CH3:68].[ClH:63].[O:1]=[C:2]([O:3][CH2:4][CH3:5])[N:6]=[N:7][C:8]([O:9][CH2:10][CH3:11])=[O:12].[OH:13][c:14]1[c:15]([O:34][CH3:35])[cH:16][c:17]2[c:18]([NH:24][c:25]3[c:26]4[c:27]([cH:28][cH:29][cH:30]3)[O:31][CH2:32][O:33]4)[n:19][cH:20][n:21][c:22]2[cH:23]1.[c:44]1([P:45]([c:46]2[cH:47][cH:48][cH:49][cH:50][cH:51]2)[c:52]2[cH:53][cH:54][cH:55][cH:56][cH:57]2)[cH:58][cH:59][cH:60][cH:61][cH:62]1>>[ClH:63].[O:13]([c:14]1[c:15]([O:34][CH3:35])[cH:16][c:17]2[c:18]([NH:24][c:25]3[c:26]4[c:27]([cH:28][cH:29][cH:30]3)[O:31][CH2:32][O:33]4)[n:19][cH:20][n:21][c:22]2[cH:23]1)[CH2:42][CH2:41][CH2:40][S:37]([CH3:36])(=[O:38])=[O:39]. The reactants are ClCCl, CS(=O)(=O)CCCO, CCOCC, Cl, CCOC(=O)N=NC(=O)OCC, COc1cc2c(Nc3cccc4c3OCO4)ncnc2cc1O, c1ccc(P(c2ccccc2)c2ccccc2)cc1. Reactants: CO, CN(C)Cc1cccc([N+](=O)[O-])c1, Cl, Cl[Sn]Cl. The product is CN(C)Cc1cccc(N)c1. As a reaction SMILES: [CH3:18][OH:19].[CH3:1][N:2]([CH2:3][c:4]1[cH:5][c:6]([N+:10]([O-:11])=[O:12])[cH:7][cH:8][cH:9]1)[CH3:13].[ClH:14].[Sn:15]([Cl:16])[Cl:17]>>[CH3:1][N:2]([CH2:3][c:4]1[cH:5][c:6]([NH2:10])[cH:7][cH:8][cH:9]1)[CH3:13].